From a dataset of the Open Reaction Database (ORD), a public repository of structured organic reaction records. describe an organic reaction: reactants, conditions, products, and yield Reactants: CN(C)C=O, BrC1CCCC1, [H-], Nc1ccc(O)cc1, [Na+], O. Product: Nc1ccc(OC2CCCC2)cc1. RXN SMILES: [CH3:17][N:18]([CH3:19])[CH:20]=[O:21].[CH:11]1([Br:16])[CH2:12][CH2:13][CH2:14][CH2:15]1.[H-:1].[NH2:3][c:4]1[cH:5][cH:6][c:7]([OH:8])[cH:9][cH:10]1.[Na+:2].[OH2:22]>>[NH2:3][c:4]1[cH:5][cH:6][c:7]([O:8][CH:11]2[CH2:12][CH2:13][CH2:14][CH2:15]2)[cH:9][cH:10]1. Reactants: C1CCOC1, CO, [K+], [K+], O=C([O-])[O-], CC(C)(C)OC(=O)NC(Cc1ccccc1)C(O)CNCc1cccc(C#C[Si](C)(C)C)c1. Yields the product C#Cc1cccc(CNCC(O)C(Cc2ccccc2)NC(=O)OC(C)(C)C)c1. RXN SMILES: [CH2:40]1[O:41][CH2:42][CH2:43][CH2:44]1.[CH3:45][OH:46].[K+:34].[K+:35].[O-:36][C:37]([O-:38])=[O:39].[OH:1][CH:2]([CH:3]([CH2:4][c:5]1[cH:6][cH:7][cH:8][cH:9][cH:10]1)[NH:11][C:12]([O:13][C:14]([CH3:15])([CH3:16])[CH3:17])=[O:18])[CH2:19][NH:20][CH2:21][c:22]1[cH:23][c:24]([C:28]#[C:29][Si:30]([CH3:31])([CH3:32])[CH3:33])[cH:25][cH:26][cH:27]1>>[OH:1][CH:2]([CH:3]([CH2:4][c:5]1[cH:6][cH:7][cH:8][cH:9][cH:10]1)[NH:11][C:12]([O:13][C:14]([CH3:15])([CH3:16])[CH3:17])=[O:18])[CH2:19][NH:20][CH2:21][c:22]1[cH:23][c:24]([C:28]#[CH:29])[cH:25][cH:26][cH:27]1. The reactants are N[C@@H]1CN(CCC1)C(=O)OC(C)(C)C (tert-butyl (35)-3-aminopiperidine-1-carboxylate), ClC1=NC=NC2=C(C=C(C=C12)I)C(=O)OC (methyl 4-chloro-6-iodoquinazoline-8-carboxylate), O (water), [OH-].[Na+] (NaOH). Solvent: CC#N (MeCN), TEA. The product is C(C)(C)(C)OC(=O)N1C[C@H](CCC1)NC1=NC=NC2=C(C=C(C=C12)I)C(=O)OC (Methyl 4-{[(3S)-1-(tert-butoxycarbonyl)piperidin-3-yl]amino}-6-iodoquinazoline-8-carboxylate). Isolated yield 14.3%. Reaction SMILES: [NH2:1][C@H:2]1[CH2:7][CH2:6][CH2:5][N:4]([C:8]([O:10][C:11]([CH3:14])([CH3:13])[CH3:12])=[O:9])[CH2:3]1.Cl[C:16]1[C:25]2[C:20](=[C:21]([C:27]([O:29][CH3:30])=[O:28])[CH:22]=[C:23]([I:26])[CH:24]=2)[N:19]=[CH:18][N:17]=1.O.[OH-].[Na+]>CC#N>[C:11]([O:10][C:8]([N:4]1[CH2:5][CH2:6][CH2:7][C@H:2]([NH:1][C:16]2[C:25]3[C:20](=[C:21]([C:27]([O:29][CH3:30])=[O:28])[CH:22]=[C:23]([I:26])[CH:24]=3)[N:19]=[CH:18][N:17]=2)[CH2:3]1)=[O:9])([CH3:14])([CH3:13])[CH3:12] |f:3.4|. Procedure: Dissolved tert-butyl (35)-3-aminopiperidine-1-carboxylate (632.11 mg; 3.16 mmol; 1.10 eq.) in MeCN (18.00 ml) and TEA (1.00 ml). Added this mixture to methyl 4-chloro-6-iodoquinazoline-8-carboxylate (1000.00 mg; 2.87 mmol; 1.00 eq.). Stirred reaction at room temperature for 45 hours. LCMS indicated M+1=513 present. Diluted reaction with water and 1N NaOH. Filtered the resulting precipitate. Washed with water and dried to give a yellowish solid (210 mg). Carried material on without further purifi... Procedure: 5M Aqueous sodium hydroxide solution (26 ml) was added to a solution of (S)-proline (582 g) in water (3.5 L) and acetone (3.5 L). The mixture was treated with ice (3.5 kg), cooled in an ice/acetone bath, treated over a one hour period with a solution of 4-methoxyphenylacetyl chloride (944 g) in acetone (1.75 L) with vigorous stirring and the simultaneous addition of sufficient 5M aqueous sodium hydroxide solution in order to keep the pH within the range 9.5-9.7. The reaction was stirred for 30 m... Solvent: O (water), CC(=O)C (acetone), CC(=O)C (acetone). The yield is 68.0%. Yields the product COC1=CC=C(C=C1)CC(=O)N1[C@H](C(=O)O)CCC1 ((S)-1-(4-Methoxyphenylacetyl)proline). The reactants are Cl (hydrochloric acid), [OH-].[Na+] (sodium hydroxide), N1[C@H](C(=O)O)CCC1 ((S)-proline), [OH-].[Na+] (sodium hydroxide), ice, COC1=CC=C(C=C1)CC(=O)Cl (4-methoxyphenylacetyl chloride). RXN SMILES: [OH-].[Na+].[NH:3]1[CH2:10][CH2:9][CH2:8][C@H:4]1[C:5]([OH:7])=[O:6].[CH3:11][O:12][C:13]1[CH:18]=[CH:17][C:16]([CH2:19][C:20](Cl)=[O:21])=[CH:15][CH:14]=1.Cl>O.CC(C)=O>[CH3:11][O:12][C:13]1[CH:18]=[CH:17][C:16]([CH2:19][C:20]([N:3]2[CH2:10][CH2:9][CH2:8][C@H:4]2[C:5]([OH:7])=[O:6])=[O:21])=[CH:15][CH:14]=1 |f:0.1|. Starting materials: ClC1=C(C=CC(=C1)Cl)[C@@H]1CC=C(C[C@H]1[N+](=O)[O-])CN1CCC(CC1)C(=O)OCC (ethyl 1-{[trans-4-(2,4-dichlorophenyl)-5-nitrocyclohex-1-en-1-yl]methyl}piperidine-4-carboxylate). The reagents and catalysts are [Zn] (Zn). Solvent: CO.C(C)(=O)O (methanol acetic acid). Yields the product N[C@H]1[C@@H](CC=C(C1)CN1CCC(CC1)C(=O)OCC)C1=C(C=C(C=C1)Cl)Cl (ethyl 1-{[trans-5-amino-4-(2,4-dichlorophenyl)cyclohex-1-en-1-yl]methyl}piperidine-4-carboxylate). Isolated yield 89.4%. RXN SMILES: [Cl:1][C:2]1[CH:7]=[C:6]([Cl:8])[CH:5]=[CH:4][C:3]=1[C@H:9]1[C@H:14]([N+:15]([O-])=O)[CH2:13][C:12]([CH2:18][N:19]2[CH2:24][CH2:23][CH:22]([C:25]([O:27][CH2:28][CH3:29])=[O:26])[CH2:21][CH2:20]2)=[CH:11][CH2:10]1>[Zn].CO.C(O)(=O)C>[NH2:15][C@@H:14]1[CH2:13][C:12]([CH2:18][N:19]2[CH2:24][CH2:23][CH:22]([C:25]([O:27][CH2:28][CH3:29])=[O:26])[CH2:21][CH2:20]2)=[CH:11][CH2:10][C@H:9]1[C:3]1[CH:4]=[CH:5][C:6]([Cl:8])=[CH:7][C:2]=1[Cl:1] |f:2.3|. Reported procedure: To a solution of Example 11B (60 mg, 0.136 mmol) in mixture of methanol/acetic acid (0.5 mL/0.5 mL), Zn powder (89 mg, 1.36 mmol) was added at room temperature. The reaction mixture was stirred for thirty minutes, filtered, concentrated under reduced pressure and purified by high pressure liquid chromotography (eluting with 0-70% acetonitrile/water and 0.1% trifluoroacetic acid) to provide the title compound (50 mg, 89%). 1H NMR (400 MHz, DMSO-d6) δ ppm 7.85-8.03 (m, 3H), 7.66 (s, 1H), 7.46-7.61... Reactants: C(C)(C)(C)OC(=O)N1CCC(CC1)\C=C\C1=CC=C2C(=NNC2=C1)C1CCN(CC1)CC(=O)OC(C)(C)C (4-{2-[3-(1-tert-butoxycarbonylmethyl-piperidin-4-yl)-1H-indazol-6-yl]-(E)-vinyl}-piperidine-1-carboxylic acid tert-butyl ester), FC(C(=O)O)(F)F (trifluoroacetic acid). Yields the product FC(C(=O)O)(F)F.N1CCC(CC1)/C=C/C1=CC=C2C(=NNC2=C1)C1CCN(CC1)CC(=O)O ({4-[6-(2-Piperidin-4-yl-(E)-vinyl)-1H-indazol-3-yl]-piperidin-1-yl}-acetic acid trifluoroacetate). Yield: 97.0%. As a reaction SMILES: C(OC([N:8]1[CH2:13][CH2:12][CH:11](/[CH:14]=[CH:15]/[C:16]2[CH:24]=[C:23]3[C:19]([C:20]([CH:25]4[CH2:30][CH2:29][N:28]([CH2:31][C:32]([O:34]C(C)(C)C)=[O:33])[CH2:27][CH2:26]4)=[N:21][NH:22]3)=[CH:18][CH:17]=2)[CH2:10][CH2:9]1)=O)(C)(C)C.[F:39][C:40]([F:45])([F:44])[C:41]([OH:43])=[O:42]>>[F:39][C:40]([F:45])([F:44])[C:41]([OH:43])=[O:42].[NH:8]1[CH2:13][CH2:12][CH:11](/[CH:14]=[CH:15]/[C:16]2[CH:24]=[C:23]3[C:19]([C:20]([CH:25]4[CH2:30][CH2:29][N:28]([CH2:31][C:32]([OH:34])=[O:33])[CH2:27][CH2:26]4)=[N:21][NH:22]3)=[CH:18][CH:17]=2)[CH2:10][CH2:9]1 |f:2.3|. Procedure: A solution of 4-{2-[3-(1-tert-butoxycarbonylmethyl-piperidin-4-yl)-1H-indazol-6-yl]-(E)-vinyl}-piperidine-1-carboxylic acid tert-butyl ester (0.202 g, 0.385 mmol) in trifluoroacetic acid (5 ml) was stirred at 23° for 3 h. The solvent was evaporated in vacuo and the residue was triturated with ether to give the title compound as an off-white solid (0.228 g, 97%) Reactants: CC1=C(C=CC=C1)C(C(=O)OC)=O (methyl 2-methylphenylglyoxylate), BrN1C(CCC1=O)=O (N-bromosuccinimide). Procedure: 5.34 g (30 millimoles) of methyl 2-methylphenylglyoxylate and 5.34 g (30 millimoles) of N-bromosuccinimide in 1000 l of tetrachloromethane are exposed to a 300 W Hg vapor lamp for one hour. The organic phase is then washed once with water and three times with sodium bicarbonate solution and is dried over sodium sulfate/sodium carbonate. After the solution has been evaporated down, the crude product is chromatographed over silica gel using 1:9 methyl tert-butyl ether/n-hexane. 3.8 g (49%) of the ... The solvent is ClC(Cl)(Cl)Cl (tetrachloromethane). Yields the product BrCC1=C(C=CC=C1)C(C(=O)OC)=O (methyl 2-(bromomethyl)-phenylglyoxylate). RXN SMILES: [CH3:1][C:2]1[CH:7]=[CH:6][CH:5]=[CH:4][C:3]=1[C:8](=[O:13])[C:9]([O:11][CH3:12])=[O:10].[Br:14]N1C(=O)CCC1=O>ClC(Cl)(Cl)Cl>[Br:14][CH2:1][C:2]1[CH:7]=[CH:6][CH:5]=[CH:4][C:3]=1[C:8](=[O:13])[C:9]([O:11][CH3:12])=[O:10]. Yield: 49.3%.